The task is: describe an organic reaction: reactants, conditions, products, and yield. This data is from the Open Reaction Database (ORD), a public repository of structured organic reaction records. The reactants are CCO, O=[N+]([O-])c1ccc(N2CCC(c3cccc(C(F)(F)F)c3)CC2)nc1. Yields the product Nc1ccc(N2CCC(c3cccc(C(F)(F)F)c3)CC2)nc1. Reaction SMILES: [CH3:26][CH2:27][OH:28].[N+:1]([O-:2])(=[O:3])[c:4]1[cH:5][cH:6][c:7]([N:10]2[CH2:11][CH2:12][CH:13]([c:16]3[cH:17][c:18]([C:22]([F:23])([F:24])[F:25])[cH:19][cH:20][cH:21]3)[CH2:14][CH2:15]2)[n:8][cH:9]1>>[NH2:1][c:4]1[cH:5][cH:6][c:7]([N:10]2[CH2:11][CH2:12][CH:13]([c:16]3[cH:17][c:18]([C:22]([F:23])([F:24])[F:25])[cH:19][cH:20][cH:21]3)[CH2:14][CH2:15]2)[n:8][cH:9]1. RXN SMILES: [Cl:1][C:2]1[CH:7]=[C:6]([Cl:8])[CH:5]=[CH:4][C:3]=1[CH2:9][O:10][C@@H:11]1[C@@H:17]([CH2:18][O:19][CH2:20][C:21]2[CH:26]=[CH:25][C:24]([Cl:27])=[CH:23][C:22]=2[Cl:28])[O:16][C@H:13](OC)[C@:12]1([CH3:30])[OH:29].Br.[Na].[Cl:33][C:34]1[N:39]=[CH:38][NH:37][C:36]2=[N:40][CH:41]=[C:42]([CH3:43])[C:35]=12.C(#N)C>C(Cl)Cl>[Cl:33][C:34]1[C:35]2[C:42]([CH3:43])=[CH:41][N:40]([C@@H:13]3[O:16][C@H:17]([CH2:18][O:19][CH2:20][C:21]4[CH:26]=[CH:25][C:24]([Cl:27])=[CH:23][C:22]=4[Cl:28])[C@@H:11]([O:10][CH2:9][C:3]4[CH:4]=[CH:5][C:6]([Cl:8])=[CH:7][C:2]=4[Cl:1])[C@@:12]3([CH3:30])[OH:29])[C:36]=2[N:37]=[CH:38][N:39]=1 |^1:31|. Run at temperature 0 celsius, time 1 hour. Starting materials: [Na] (sodium), ClC1=C2C(NC=N1)=NC=C2C (4-chloro-5-methyl-1H-pyrrolo[2,3-d]pyrimidine), C(C)#N (acetonitrile), ice, ClC1=C(C=CC(=C1)Cl)CO[C@H]1[C@]([C@@H](OC)O[C@@H]1COCC1=C(C=C(C=C1)Cl)Cl)(O)C (3,5-Bis-O-(2,4-dichlorophenylmethyl)-2-C-methyl-1-O-methyl-α-D-ribofuranose), Br (HBr). Procedure: To an ice-cold solution of the product from Step C of Example 62 (1.06 g, 2.1 mmol) in CH2Cl2 (30 mL) was added HBr (5.7 M in acetic acid; 2.2 mL) dropwise. The reaction mixture was stirred at 0° C. for 1 h and then at room temperature for 2 h, concentrated in vacuo and co-evaporated with toluene (2×15 mL). The resulting oil was dissolved in MeCN (10 mL) and added dropwise into a solution of the sodium salt of 4-chloro-5-methyl-1H-pyrrolo[2,3-d]pyrimidine in acetonitrile [generated in situ from ... Solvent: C(Cl)Cl (CH2Cl2). Yields the product ClC=1C2=C(N=CN1)N(C=C2C)[C@H]2[C@](O)([C@H](OCC1=C(C=C(C=C1)Cl)Cl)[C@H](O2)COCC2=C(C=C(C=C2)Cl)Cl)C (4-Chloro-7-[3,5-bis-O-(2,4-dichlorophenylmethyl)-2-C-methyl-β-D-ribofuranosyl]-5-methyl-7H-pyrrolo[2,3-d]pyrimidine). Reactants: COC(COC1=C2C(=C(N(C2=C2C(=C1)CCC2)CC2=CC(=CC=C2)F)C)C(C(=O)N)=O)=O (2-[[3-(2-amino-1,2-dioxoethyl)-2-methyl-1-(3-fluorobenzyl)-1,6,7,8-tetrahydrocyclopent[g]indol-4-yl]oxy]acetic acid methyl ester), [OH-].[Li+] (lithium hydroxide). Run in O1CCCC1 (tetrahydrofuran), CO (methanol). Conditions: time 1 hour. Yields the product O.NC(C(=O)C1=C(N(C2=C3C(=CC(=C12)OCC(=O)O)CCC3)CC3=CC(=CC=C3)F)C)=O (2-[[3-(2-amino-1,2-dioxoethyl)-2-methyl-1-(3-fluorobenzyl)-1,6,7,8-tetrahydrocyclopent[g]indol-4-yl]oxy]acetic acid hydrate). Yield: 154.6%. As a reaction SMILES: C[O:2][C:3](=[O:32])[CH2:4][O:5][C:6]1[CH:14]=[C:13]2[CH2:15][CH2:16][CH2:17][C:12]2=[C:11]2[C:7]=1[C:8]([C:27](=[O:31])[C:28]([NH2:30])=[O:29])=[C:9]([CH3:26])[N:10]2[CH2:18][C:19]1[CH:24]=[CH:23][CH:22]=[C:21]([F:25])[CH:20]=1.[OH-].[Li+]>O1CCCC1.CO>[OH2:2].[NH2:30][C:28](=[O:29])[C:27]([C:8]1[C:7]2[C:11](=[C:12]3[CH2:17][CH2:16][CH2:15][C:13]3=[CH:14][C:6]=2[O:5][CH2:4][C:3]([OH:32])=[O:2])[N:10]([CH2:18][C:19]2[CH:24]=[CH:23][CH:22]=[C:21]([F:25])[CH:20]=2)[C:9]=1[CH3:26])=[O:31] |f:1.2,5.6|. Procedure: A solution of 2-[[3-(2-amino-1,2-dioxoethyl)-2-methyl-1-(3-fluorobenzyl)-1,6,7,8-tetrahydrocyclopent[g]indol-4-yl]oxy]acetic acid methyl ester (500 mg, 1.14 mmol) in tetrahydrofuran (20 mL) and methanol (20 mL) was treated with 1 M aqueous lithium hydroxide (25 mL) at room temperature for 18 h. The resulting suspension was concentrated in vacuo and the residue diluted with water and adjusted to pH 2 with concentrated hydrochloric acid. After stirring for 1 h, the resulting precipitate was collec...